From a dataset of the Open Reaction Database (ORD), a public repository of structured organic reaction records. describe an organic reaction: reactants, conditions, products, and yield Reactants: CC(=O)OC(C)=O, O=C(O)CCCCCCC(=O)O. Yields the product O=C1CCCCCCC(=O)O1. Reaction SMILES: [CH3:13][C:14]([O:15][C:16](=[O:17])[CH3:18])=[O:19].[OH:1][C:2](=[O:3])[CH2:4][CH2:5][CH2:6][CH2:7][CH2:8][CH2:9][C:10]([OH:11])=[O:12]>>[C:2]1(=[O:3])[CH2:4][CH2:5][CH2:6][CH2:7][CH2:8][CH2:9][C:10](=[O:11])[O:12]1. Starting materials: Brc1cccnc1, C1NCC2CNCC1C2, O=C(C=Cc1ccccc1)C=Cc1ccccc1, O=C(C=Cc1ccccc1)C=Cc1ccccc1, O=C(C=Cc1ccccc1)C=Cc1ccccc1, [Pd], [Pd], c1ccc(P(c2ccccc2)c2ccc3ccccc3c2-c2c(P(c3ccccc3)c3ccccc3)ccc3ccccc23)cc1. Yields the product c1cncc(N2CC3CNCC(C3)C2)c1. Reaction SMILES: [Br:10][c:11]1[cH:12][n:13][cH:14][cH:15][cH:16]1.[CH:1]12[CH2:2][NH:3][CH2:4][CH:5]([CH2:6][NH:7][CH2:8]1)[CH2:9]2.[O:101]=[C:102]([CH:103]=[CH:104][c:105]1[cH:106][cH:107][cH:108][cH:109][cH:110]1)[CH:111]=[CH:112][c:113]1[cH:114][cH:115][cH:116][cH:117][cH:118]1.[O:65]=[C:66]([CH:67]=[CH:68][c:69]1[cH:70][cH:71][cH:72][cH:73][cH:74]1)[CH:75]=[CH:76][c:77]1[cH:78][cH:79][cH:80][cH:81][cH:82]1.[O:83]=[C:84]([CH:85]=[CH:86][c:87]1[cH:88][cH:89][cH:90][cH:91][cH:92]1)[CH:93]=[CH:94][c:95]1[cH:96][cH:97][cH:98][cH:99][cH:100]1.[Pd:63].[Pd:64].[cH:17]1[cH:18][cH:19][c:20]([P:21]([c:22]2[cH:23][cH:24][c:25]3[c:26]([cH:27][cH:28][cH:29][cH:30]3)[c:31]2-[c:32]2[c:33]3[c:34]([cH:35][cH:36][cH:37][cH:38]3)[cH:39][cH:40][c:41]2[P:42]([c:43]2[cH:44][cH:45][cH:46][cH:47][cH:48]2)[c:49]2[cH:50][cH:51][cH:52][cH:53][cH:54]2)[c:55]2[cH:56][cH:57][cH:58][cH:59][cH:60]2)[cH:61][cH:62]1>>[CH:1]12[CH2:2][N:3]([c:11]3[cH:12][n:13][cH:14][cH:15][cH:16]3)[CH2:4][CH:5]([CH2:6][NH:7][CH2:8]1)[CH2:9]2. Starting materials: COCC(CC(=O)OCC1=CC=CC=C1)=O (benzyl 4-methoxyacetoacetate), FC=1C=C(C=O)C=CC1F (3,4-difluorobenzaldehyde). The reagents and catalysts are C(C)(=O)[O-].[NH2+]1CCCCC1 (piperidinium acetate). Run in C1=CC=CC=C1 (benzene). Conditions: time 48 hour. Yields the product FC=1C=C(C=CC1F)C=C(C(=O)OCC1=CC=CC=C1)C(COC)=O (Benzyl 2-[(3,4-difluorophenyl)methylene]-3-oxo-4-methoxybutyrate). The yield is 92.2%. RXN SMILES: [CH3:1][O:2][CH2:3][C:4](=[O:16])[CH2:5][C:6]([O:8][CH2:9][C:10]1[CH:15]=[CH:14][CH:13]=[CH:12][CH:11]=1)=[O:7].[F:17][C:18]1[CH:19]=[C:20]([CH:23]=[CH:24][C:25]=1[F:26])[CH:21]=O>C1C=CC=CC=1.C([O-])(=O)C.[NH2+]1CCCCC1>[F:17][C:18]1[CH:19]=[C:20]([CH:21]=[C:5]([C:4](=[O:16])[CH2:3][O:2][CH3:1])[C:6]([O:8][CH2:9][C:10]2[CH:11]=[CH:12][CH:13]=[CH:14][CH:15]=2)=[O:7])[CH:23]=[CH:24][C:25]=1[F:26] |f:3.4|. Procedure: To a solution of benzyl 4-methoxyacetoacetate (84 g, 0.37 mol), 3,4-difluorobenzaldehyde (52.5 g, 0.0.37 mmol), and piperidinium acetate (1.58 g, 2.63 mmol) in benzene (1L) were added molecular sieves (400 g) and the mixture was stirred at room temperature for 48 h. The molecular sieves were removed by filtration and the solvent was evaporated from the filtrate under reduced pressure. The residue was purified by column chromatography on silica gel using chloroform/ethyl acetate (100:3) to get th... Reactants: ClC1=NC2=CC=C(C=C2C=C1C(=O)O)Cl (2,6-dichloroquinoline-3-carboxylic acid), N[C@H](C(=O)NC1=CC=CC=C1)CC1=CC=CC=C1 ((S)-2-amino-3,N-diphenyl-propionamide). The solvent is CS(=O)C (DMSO). Product: ClC=1C=C2C=C(C(=NC2=CC1)N[C@@H](CC1=CC=CC=C1)C(NC1=CC=CC=C1)=O)C(=O)O (6-Chloro-2-((S)-2-phenyl-1-phenylcarbamoyl-ethylamino)-quinoline-3-carboxylic acid). RXN SMILES: Cl[C:2]1[C:11]([C:12]([OH:14])=[O:13])=[CH:10][C:9]2[C:4](=[CH:5][CH:6]=[C:7]([Cl:15])[CH:8]=2)[N:3]=1.[NH2:16][C@@H:17]([CH2:27][C:28]1[CH:33]=[CH:32][CH:31]=[CH:30][CH:29]=1)[C:18]([NH:20][C:21]1[CH:26]=[CH:25][CH:24]=[CH:23][CH:22]=1)=[O:19]>CS(C)=O>[Cl:15][C:7]1[CH:8]=[C:9]2[C:4](=[CH:5][CH:6]=1)[N:3]=[C:2]([NH:16][C@H:17]([C:18](=[O:19])[NH:20][C:21]1[CH:22]=[CH:23][CH:24]=[CH:25][CH:26]=1)[CH2:27][C:28]1[CH:33]=[CH:32][CH:31]=[CH:30][CH:29]=1)[C:11]([C:12]([OH:14])=[O:13])=[CH:10]2. Reported procedure: In close analogy to the procedure described in Example 1, 2,6-dichloroquinoline-3-carboxylic acid is reacted with (S)-2-amino-3,N-diphenyl-propionamide in DMSO to provide the title compound in moderate yield. Starting materials: C(#N)CCN(C=1C2=C(N=C(N1)NC1=CC=C(C=C1)N1C(=NC=C1)C)CCN(C2)C(=O)OC(C)(C)C)C2CC2 (tert-Butyl 4-((2-cyanoethyl)(cyclopropyl)amino)-2-(4-(2-methyl-1H-imidazol-1-yl)phenylamino)-7,8-dihydropyrido[4,3-d]pyrimidine-6(5H)-carboxylate), Cl (Hydrochloric acid). Solvent: CO (methanol). Conditions: temperature 80 celsius, time 1 hour. Yields the product C1(CC1)N(CCC#N)C=1C2=C(N=C(N1)NC1=CC=C(C=C1)N1C(=NC=C1)C)CCNC2 (3-(Cyclopropyl(2-(4-(2-methyl-1H-imidazol-1-yl)phenylamino)-5,6,7,8-tetrahydropyrido[4,3-d]pyrimidin-4-yl)amino)propanenitrile). RXN SMILES: [C:1]([CH2:3][CH2:4][N:5]([CH:36]1[CH2:38][CH2:37]1)[C:6]1[C:7]2[CH2:28][N:27](C(OC(C)(C)C)=O)[CH2:26][CH2:25][C:8]=2[N:9]=[C:10]([NH:12][C:13]2[CH:18]=[CH:17][C:16]([N:19]3[CH:23]=[CH:22][N:21]=[C:20]3[CH3:24])=[CH:15][CH:14]=2)[N:11]=1)#[N:2].Cl>CO>[CH:36]1([N:5]([C:6]2[C:7]3[CH2:28][NH:27][CH2:26][CH2:25][C:8]=3[N:9]=[C:10]([NH:12][C:13]3[CH:18]=[CH:17][C:16]([N:19]4[CH:23]=[CH:22][N:21]=[C:20]4[CH3:24])=[CH:15][CH:14]=3)[N:11]=2)[CH2:4][CH2:3][C:1]#[N:2])[CH2:37][CH2:38]1. Procedure: tert-Butyl 4-((2-cyanoethyl)(cyclopropyl)amino)-2-(4-(2-methyl-1H-imidazol-1-yl)phenylamino)-7,8-dihydropyrido[4,3-d]pyrimidine-6(5H)-carboxylate (240 mg, 0.47 mmol) was dissolved in methanol (5 mL). Hydrochloric acid (0.014 mL, 0.47 mmol) was added and the reaction mixture was stirred at 80° C. for 1 h. The solvent was evaporated under reduced pressure and the crude 3-(cyclopropyl(2-(4-(2-methyl-1H-imidazol-1-yl)phenylamino)-5,6,7,8-tetrahydropyrido[4,3-d]pyrimidin-4-yl)amino)propanenitrile (18... Reactants: O=C([O-])C=Cc1c[nH]cn1, [Mn+2], [Mn+2], [Na+], [OH-], O, O=S(=O)([O-])[O-]. Yields the product O=C([O-])C=Cc1c[nH]cn1, [Mn]. Reaction SMILES: [CH:10](=[CH:11][c:12]1[cH:13][nH:14][cH:15][n:16]1)[C:17]([O-:18])=[O:19].[Mn+2:6].[Mn+2:9].[Na+:8].[OH-:7].[OH2:20].[S:1]([O-:2])([O-:3])(=[O:4])=[O:5]>>[CH:10](=[CH:11][c:12]1[cH:13][nH:14][cH:15][n:16]1)[C:17](=[O:18])[O-:19].[Mn:6]. Starting materials: Cc1ccc(-c2cn(CCOC3CCCCO3)nn2)cc1C(=O)c1ccc(Nc2ccc(F)cc2F)cc1Cl, C#Cc1ccc(OC)c(C(=O)c2ccc(Nc3ccc(F)cc3F)cc2Cl)c1, [N-]=[N+]=NCCOC1CCCCO1. Yields the product COc1ccc(-c2cn(CCOC3CCCCO3)nn2)cc1C(=O)c1ccc(Nc2ccc(F)cc2F)cc1Cl. Reaction SMILES: [Cl:1][c:2]1[c:3]([C:17](=[O:18])[c:19]2[c:20]([CH3:39])[cH:21][cH:22][c:23](-[c:25]3[n:26][n:27][n:28]([CH2:30][CH2:31][O:32][CH:33]4[O:34][CH2:35][CH2:36][CH2:37][CH2:38]4)[cH:29]3)[cH:24]2)[cH:4][cH:5][c:6]([NH:8][c:9]2[c:10]([F:16])[cH:11][c:12]([F:15])[cH:13][cH:14]2)[cH:7]1.[Cl:40][c:41]1[cH:42][c:43]([NH:44][c:45]2[cH:46][cH:47][c:48]([F:49])[cH:50][c:51]2[F:52])[cH:53][cH:54][c:55]1[C:56](=[O:57])[c:58]1[cH:59][c:60]([C:61]#[CH:62])[cH:63][cH:64][c:65]1[O:66][CH3:67].[N:68]([CH2:69][CH2:70][O:71][CH:72]1[CH2:73][CH2:74][CH2:75][CH2:76][O:77]1)=[N+:78]=[N-:79]>>[Cl:1][c:2]1[c:3]([C:17](=[O:18])[c:19]2[c:20]([O:57][CH3:56])[cH:21][cH:22][c:23](-[c:25]3[n:26][n:27][n:28]([CH2:30][CH2:31][O:32][CH:33]4[O:34][CH2:35][CH2:36][CH2:37][CH2:38]4)[cH:29]3)[cH:24]2)[cH:4][cH:5][c:6]([NH:8][c:9]2[c:10]([F:16])[cH:11][c:12]([F:15])[cH:13][cH:14]2)[cH:7]1.